Dataset: the Open Reaction Database (ORD), a public repository of structured organic reaction records. Task: describe an organic reaction: reactants, conditions, products, and yield Reactants: C(C)(C)(C)OC(=O)N1CC(CCC1)=O (3-Oxo-piperidine-1-carboxylic acid tert-butyl ester), N1CCOCC1 (Morpholine), C(C)(=O)O (Acetic acid), C(Cl)Cl (Methylene chloride), C(C)(=O)O[BH-](OC(C)=O)OC(C)=O.[Na+] (Sodium triacetoxyborohydride), C([O-])(O)=O.[Na+] (sodium bicarbonate). RXN SMILES: [C:1]([O:5][C:6]([N:8]1[CH2:13][CH2:12][CH2:11][C:10](=O)[CH2:9]1)=[O:7])([CH3:4])([CH3:3])[CH3:2].[NH:15]1[CH2:20][CH2:19][O:18][CH2:17][CH2:16]1.C(O)(=O)C.C(Cl)Cl.C(O[BH-](OC(=O)C)OC(=O)C)(=O)C.[Na+].C(=O)(O)[O-].[Na+]>>[C:1]([O:5][C:6]([N:8]1[CH2:13][CH2:12][CH2:11][CH:10]([N:15]2[CH2:20][CH2:19][O:18][CH2:17][CH2:16]2)[CH2:9]1)=[O:7])([CH3:4])([CH3:3])[CH3:2] |f:4.5,6.7|. Conditions: time 15 minute. The product is C(C)(C)(C)OC(=O)N1CC(CCC1)N1CCOCC1 (3-Morpholin-4-yl-piperidine-1-carboxylic acid tert-butyl ester). Procedure details: 3-Oxo-piperidine-1-carboxylic acid tert-butyl ester (2.0 g, 1.0E1 mmol) and Morpholine (0.962 g, 11.0 mmol) were dissolved in a solution of Acetic acid (0.500 mL, 8.79 mmol) and Methylene chloride (50.0 mL, 7.80E2 mmol). After stirring at room temperature for 15 minutes, Sodium triacetoxyborohydride (4.2 g, 2.0E1 mmol) was added and the reaction was allowed to stir overnight at room temperature. The reaction mixture was poured over saturated sodium bicarbonate and organics were extracted with di... Starting materials: Aqueous solution, [OH-].[Na+] (sodium hydroxide), O (water), C(C)OC(=O)C1(CCC2(OCCO2)CC1)C1=NC=C(C=C1)Br (8-(5-bromopyridin-2-yl)-1,4-dioxaspiro[4,5]decane-8-carboxylic acid ethyl ester). Solvent: CO (methanol), O1CCCC1 (tetrahydrofuran). The product is BrC=1C=CC(=NC1)C1(CCC2(OCCO2)CC1)C(=O)O (8-(5-bromopyridin-2-yl)-1,4-dioxaspiro[4,5]decane-8-carboxylic acid). The yield is 93.5%. As a reaction SMILES: [OH-].[Na+].O.C([O:6][C:7]([C:9]1([C:19]2[CH:24]=[CH:23][C:22]([Br:25])=[CH:21][N:20]=2)[CH2:18][CH2:17][C:12]2([O:16][CH2:15][CH2:14][O:13]2)[CH2:11][CH2:10]1)=[O:8])C>CO.O1CCCC1>[Br:25][C:22]1[CH:23]=[CH:24][C:19]([C:9]2([C:7]([OH:8])=[O:6])[CH2:10][CH2:11][C:12]3([O:16][CH2:15][CH2:14][O:13]3)[CH2:17][CH2:18]2)=[N:20][CH:21]=1 |f:0.1|. Procedure: 4N Aqueous solution of sodium hydroxide (5 ml) and water (5 ml) were added to a solution of 8-(5-bromopyridin-2-yl)-1,4-dioxaspiro[4,5]decane-8-carboxylic acid ethyl ester (1.0 g) described in Reference Example 81(2) in methanol (10 ml) and tetrahydrofuran (10 ml), and stirred at 80° C. for eight hours. After completion of the reaction, the organic solvent was evaporated and the aqueous layer was washed with diethyl ether. Concentrated hydrochloric acid was added to the aqueous layer under ice c... The reactants are C(C)(C)(C)OC(COC1=C(C=C(C=C1)C#N)C#C)=O (tert-butyl(4-cyano-2-ethynylphenoxy)acetate), BrC1=C(C=CC(=C1)S(=O)(=O)CC(C)C)C (2-bromo-4-(isobutylsulfonyl)-1-methylbenzene), C(C)(C)(C)OC(COC1=C(C=C(C=C1)C#N)C#C)=O (tert-butyl(4-cyano-2-ethynylphenoxy)acetate), BrC1=C(C=CC(=C1)S(=O)(=O)CC(C)C)C (2-bromo-4-(isobutylsulfonyl)-1-methylbenzene). The product is C(#N)C1=CC(=C(OCC(=O)O)C=C1)C#CC1=C(C=CC(=C1)S(=O)(=O)CC(C)C)C ((4-cyano-2-{[5-(isobutylsulfonyl)-2-methylphenyl]ethynyl}phenoxy)acetic acid). As a reaction SMILES: C([O:5][C:6](=[O:19])[CH2:7][O:8][C:9]1[CH:14]=[CH:13][C:12]([C:15]#[N:16])=[CH:11][C:10]=1[C:17]#[CH:18])(C)(C)C.Br[C:21]1[CH:26]=[C:25]([S:27]([CH2:30][CH:31]([CH3:33])[CH3:32])(=[O:29])=[O:28])[CH:24]=[CH:23][C:22]=1[CH3:34]>>[C:15]([C:12]1[CH:13]=[CH:14][C:9]([O:8][CH2:7][C:6]([OH:5])=[O:19])=[C:10]([C:17]#[C:18][C:23]2[CH:24]=[C:25]([S:27]([CH2:30][CH:31]([CH3:32])[CH3:33])(=[O:28])=[O:29])[CH:26]=[CH:21][C:22]=2[CH3:34])[CH:11]=1)#[N:16]. Procedure details: Following the general method as outlined in Example 37, starting from tert-butyl(4-cyano-2-ethynyl phenoxy)acetate (Intermediate 46) and 2-bromo-4-(isobutylsulfonyl)-1-methylbenzene (Intermediate 66), the title compound was obtained as a yellow solid. The reactants are O=C([O-])[O-], Cn1c(=O)[nH]c(=O)c2c1ncn2Cc1ccccc1, CN(C)C=O, [K+], [K+], BrCCOc1ccccc1. Yields the product Cn1c(=O)n(CCOc2ccccc2)c(=O)c2c1ncn2Cc1ccccc1. Reaction SMILES: [C:1](=[O:2])([O-:3])[O-:4].[CH2:7]([c:8]1[cH:9][cH:10][cH:11][cH:12][cH:13]1)[n:14]1[cH:15][n:16][c:17]2[n:18]([CH3:25])[c:19](=[O:24])[nH:20][c:21](=[O:23])[c:22]12.[CH3:36][N:37]([CH3:38])[CH:39]=[O:40].[K+:5].[K+:6].[O:26]([c:27]1[cH:28][cH:29][cH:30][cH:31][cH:32]1)[CH2:33][CH2:34][Br:35]>>[CH2:7]([c:8]1[cH:9][cH:10][cH:11][cH:12][cH:13]1)[n:14]1[cH:15][n:16][c:17]2[n:18]([CH3:25])[c:19](=[O:24])[n:20]([CH2:34][CH2:33][O:26][c:27]3[cH:28][cH:29][cH:30][cH:31][cH:32]3)[c:21](=[O:23])[c:22]12. Starting materials: O=C(Br)CBr, CC(=O)OCCNc1ccc(Cl)cc1C(=O)c1ccccc1F, O=C([O-])[O-], ClC(Cl)Cl, [K+], [K+], O. The product is CC(=O)OCCN(C(=O)CBr)c1ccc(Cl)cc1C(=O)c1ccccc1F. RXN SMILES: [Br:30][CH2:31][C:32](=[O:33])[Br:34].[C:1]([CH3:2])(=[O:3])[O:4][CH2:5][CH2:6][NH:7][c:8]1[c:9]([C:10](=[O:11])[c:12]2[c:13]([F:18])[cH:14][cH:15][cH:16][cH:17]2)[cH:19][c:20]([Cl:23])[cH:21][cH:22]1.[C:24](=[O:25])([O-:26])[O-:27].[CH:36]([Cl:37])([Cl:38])[Cl:39].[K+:28].[K+:29].[OH2:35]>>[C:1]([CH3:2])(=[O:3])[O:4][CH2:5][CH2:6][N:7]([c:8]1[c:9]([C:10](=[O:11])[c:12]2[c:13]([F:18])[cH:14][cH:15][cH:16][cH:17]2)[cH:19][c:20]([Cl:23])[cH:21][cH:22]1)[C:32]([CH2:31][Br:30])=[O:33]. The reactants are CBr, CC(C)=O, Cc1ccc(O)c(C(CCN(C(C)C)C(C)C)c2ccccc2)c1. Yields the product [Br-], Cc1ccc(O)c(C(CC[N+](C)(C(C)C)C(C)C)c2ccccc2)c1. Reaction SMILES: [CH3:1][Br:2].[CH3:27][C:28](=[O:29])[CH3:30].[CH3:3][CH:4]([CH3:5])[N:6]([CH2:7][CH2:8][CH:9]([c:10]1[cH:11][cH:12][cH:13][cH:14][cH:15]1)[c:16]1[cH:17][c:18]([CH3:19])[cH:20][cH:21][c:22]1[OH:23])[CH:24]([CH3:25])[CH3:26]>>[Br-:2].[CH3:1][N+:6]([CH:4]([CH3:3])[CH3:5])([CH2:7][CH2:8][CH:9]([c:10]1[cH:11][cH:12][cH:13][cH:14][cH:15]1)[c:16]1[cH:17][c:18]([CH3:19])[cH:20][cH:21][c:22]1[OH:23])[CH:24]([CH3:25])[CH3:26].